Dataset: the Open Reaction Database (ORD), a public repository of structured organic reaction records. Task: describe an organic reaction: reactants, conditions, products, and yield Yields the product C(C1=CC=CC=C1)OC=1C=C(OC=2C=C(C3=C(B(OC3CC(=O)O)O)C2)C)C=CC1 ([6-(3-benzyloxy-phenoxy)-1-hydroxy-4-methyl-1,3-dihydro-benzo[c][1,2]oxaborol-3-yl]-acetic acid). Reaction SMILES: C([O:3][C:4](=[O:32])[CH2:5][CH:6]1[O:10][B:9]([OH:11])[C:8]2[CH:12]=[C:13]([O:17][C:18]3[CH:23]=[CH:22][CH:21]=[C:20]([O:24][CH2:25][C:26]4[CH:31]=[CH:30][CH:29]=[CH:28][CH:27]=4)[CH:19]=3)[CH:14]=[C:15]([CH3:16])[C:7]1=2)C.[Li+].[OH-].Cl>C1COCC1.O>[CH2:25]([O:24][C:20]1[CH:19]=[C:18]([CH:23]=[CH:22][CH:21]=1)[O:17][C:13]1[CH:14]=[C:15]([CH3:16])[C:7]2[CH:6]([CH2:5][C:4]([OH:32])=[O:3])[O:10][B:9]([OH:11])[C:8]=2[CH:12]=1)[C:26]1[CH:27]=[CH:28][CH:29]=[CH:30][CH:31]=1 |f:1.2|. Starting materials: Cl (HCl), C(C)OC(CC1C2=C(B(O1)O)C=C(C=C2C)OC2=CC(=CC=C2)OCC2=CC=CC=C2)=O ([6-(3-benzyloxy-phenoxy)-1-hydroxy-4-methyl-1,3-dihydro-benzo[c][1,2]oxaborol-3-yl]-acetic acid ethyl ester), [Li+].[OH-] (LiOH). Solvent: C1CCOC1 (THF), O (water). Isolated yield 91.4%. Conditions: time 3 hour. Reported procedure: To a solution of [6-(3-benzyloxy-phenoxy)-1-hydroxy-4-methyl-1,3-dihydro-benzo[c][1,2]oxaborol-3-yl]-acetic acid ethyl ester (1.0 g, 2.3 mmol) in THF (20 mL) at 0° C. was added a solution of LiOH (0.278 g, 11.5 mmol) in water (10 mL). The solution was allowed to warm to room temperature and stirred for 3 hours then acidified to pH 2 with 6M HCl. The solution was extracted with ethyl acetate (2×50 mL) and the organic extracts washed with water, brine, dried over sodium sulfate and concentrated in...